describe an organic reaction: reactants, conditions, products, and yield From a dataset of the Open Reaction Database (ORD), a public repository of structured organic reaction records. Starting materials: CC(C)CC(NCc1ccc(Br)cc1)C(=O)NCC#N, CC(C)(C)OC(=O)N1CCN(c2ccc(B(O)O)cc2)CC1, [Na+], [Na+], O=C([O-])[O-], CN(C)C=O, O. Product: CC(C)CC(NCc1ccc(-c2ccc(N3CCN(C(=O)OC(C)(C)C)CC3)cc2)cc1)C(=O)NCC#N. Reaction SMILES: [Br:1][c:2]1[cH:3][cH:4][c:5]([CH2:6][NH:7][CH:8]([C:9](=[O:10])[NH:11][CH2:12][C:13]#[N:14])[CH2:15][CH:16]([CH3:17])[CH3:18])[cH:19][cH:20]1.[C:21]([CH3:22])([CH3:23])([CH3:24])[O:25][C:26](=[O:27])[N:28]1[CH2:29][CH2:30][N:31]([c:34]2[cH:35][cH:36][c:37]([B:40]([OH:41])[OH:42])[cH:38][cH:39]2)[CH2:32][CH2:33]1.[Na+:43].[Na+:44].[O-:45][C:46](=[O:47])[O-:48].[O:50]=[CH:51][N:52]([CH3:53])[CH3:54].[OH2:49]>>[c:2]1(-[c:37]2[cH:36][cH:35][c:34]([N:31]3[CH2:30][CH2:29][N:28]([C:26]([O:25][C:21]([CH3:22])([CH3:23])[CH3:24])=[O:27])[CH2:33][CH2:32]3)[cH:39][cH:38]2)[cH:3][cH:4][c:5]([CH2:6][NH:7][CH:8]([C:9](=[O:10])[NH:11][CH2:12][C:13]#[N:14])[CH2:15][CH:16]([CH3:17])[CH3:18])[cH:19][cH:20]1. Starting materials: CC#N, O=c1cc(OCc2ccc(F)cc2F)ccn1Cc1cccc(F)c1, O=C1CCC(=O)N1I, O=C(O)C(Cl)Cl. Yields the product O=c1c(I)c(OCc2ccc(F)cc2F)ccn1Cc1cccc(F)c1. RXN SMILES: [CH3:40][C:41]#[N:42].[F:1][c:2]1[c:3]([CH2:4][O:5][c:6]2[cH:7][c:8](=[O:20])[n:9]([CH2:12][c:13]3[cH:14][c:15]([F:19])[cH:16][cH:17][cH:18]3)[cH:10][cH:11]2)[cH:21][cH:22][c:23]([F:25])[cH:24]1.[I:26][N:27]1[C:28](=[O:29])[CH2:30][CH2:31][C:32]1=[O:33].[OH:34][C:35]([CH:36]([Cl:37])[Cl:38])=[O:39]>>[F:1][c:2]1[c:3]([CH2:4][O:5][c:6]2[c:7]([I:26])[c:8](=[O:20])[n:9]([CH2:12][c:13]3[cH:14][c:15]([F:19])[cH:16][cH:17][cH:18]3)[cH:10][cH:11]2)[cH:21][cH:22][c:23]([F:25])[cH:24]1. Reactants: O=C([O-])[O-], O=C([O-])O, CC(C)OS(C)(=O)=O, CC#N, [Cs+], [Cs+], [Na+], CC(C)N1CCN(C(=O)c2ccc3[nH]c(C(=O)N4CCN(S(=O)(=O)c5ccccc5)CC4)cc3c2)CC1. The product is CC(C)N1CCN(C(=O)c2ccc3c(c2)cc(C(=O)N2CCN(S(=O)(=O)c4ccccc4)CC2)n3C(C)C)CC1. RXN SMILES: [C:38](=[O:39])([O-:40])[O-:41].[C:52](=[O:53])([OH:54])[O-:55].[CH3:44][S:45]([O:46][CH:49]([CH3:50])[CH3:51])(=[O:47])=[O:48].[CH3:57][C:58]#[N:59].[Cs+:42].[Cs+:43].[Na+:56].[c:1]1([S:7](=[O:8])(=[O:9])[N:10]2[CH2:11][CH2:12][N:13]([C:16](=[O:17])[c:18]3[nH:19][c:20]4[cH:21][cH:22][c:23]([C:27](=[O:28])[N:29]5[CH2:30][CH2:31][N:32]([CH:35]([CH3:36])[CH3:37])[CH2:33][CH2:34]5)[cH:24][c:25]4[cH:26]3)[CH2:14][CH2:15]2)[cH:2][cH:3][cH:4][cH:5][cH:6]1>>[c:1]1([S:7](=[O:8])(=[O:9])[N:10]2[CH2:11][CH2:12][N:13]([C:16](=[O:17])[c:18]3[n:19]([CH:49]([CH3:50])[CH3:51])[c:20]4[cH:21][cH:22][c:23]([C:27](=[O:28])[N:29]5[CH2:30][CH2:31][N:32]([CH:35]([CH3:36])[CH3:37])[CH2:33][CH2:34]5)[cH:24][c:25]4[cH:26]3)[CH2:14][CH2:15]2)[cH:2][cH:3][cH:4][cH:5][cH:6]1. The reactants are C=CC(C)(O)CCC=C(C)C, C=COCC, O=S(=O)(O)O. Product: C=CC(C)(CCC=C(C)C)OC(C)OCC. As a reaction SMILES: [CH3:11][C:12]([CH3:13])=[CH:14][CH2:15][CH2:16][C:17]([CH3:18])([OH:19])[CH:20]=[CH2:21].[CH:1](=[CH2:2])[O:3][CH2:4][CH3:5].[S:6](=[O:7])(=[O:8])([OH:9])[OH:10]>>[CH:1]([CH3:2])([O:3][CH2:4][CH3:5])[O:19][C:17]([CH2:16][CH2:15][CH:14]=[C:12]([CH3:11])[CH3:13])([CH3:18])[CH:20]=[CH2:21]. Reactants: CCOC(=O)N1C(=O)c2ccccc2C1=O, Cl, [Na+], [Na+], O=C([O-])[O-], C1COCCO1, O, NC(Cc1ccsc1)C(=O)O. Product: O=C(O)C(Cc1ccsc1)NN1C(=O)c2ccccc2C1=O. RXN SMILES: [C:18]([O:19][CH2:20][CH3:21])(=[O:22])[N:23]1[C:24](=[O:33])[c:25]2[c:26]([cH:29][cH:30][cH:31][cH:32]2)[C:27]1=[O:28].[ClH:34].[Na+:12].[Na+:13].[O-:14][C:15](=[O:16])[O-:17].[O:35]1[CH2:36][CH2:37][O:38][CH2:39][CH2:40]1.[OH2:41].[s:1]1[cH:2][c:3]([CH2:6][CH:7]([NH2:8])[C:9](=[O:10])[OH:11])[cH:4][cH:5]1>>[s:1]1[cH:2][c:3]([CH2:6][CH:7]([NH:8][N:23]2[C:24](=[O:33])[c:25]3[c:26]([cH:29][cH:30][cH:31][cH:32]3)[C:27]2=[O:28])[C:9](=[O:10])[OH:11])[cH:4][cH:5]1. The reactants are C(C)O (ethanol), BrC=1C=C(C2=CN(N=C2C1)C1OCCCC1)[N+](=O)[O-] (6-Bromo-4-nitro-2-(tetrahydro-2H-pyran-2-yl)-2H-indazole), [Cl-].[NH4+] (ammonium chloride). The reagents and catalysts are [Fe] (iron). Solvent: O (water), O (water), C(C)(=O)OCC (ethyl acetate). Run at temperature 80 celsius. The product is BrC=1C=C(C2=CN(N=C2C1)C1OCCCC1)N (6-Bromo-2-(tetrahydro-2H-pyran-2-yl)-2H-indazol-4-amine). The yield is 72.5%. Reaction SMILES: [Br:1][C:2]1[CH:3]=[C:4]([N+:17]([O-])=O)[C:5]2[C:9]([CH:10]=1)=[N:8][N:7]([CH:11]1[CH2:16][CH2:15][CH2:14][CH2:13][O:12]1)[CH:6]=2.[Cl-].[NH4+].C(O)C>[Fe].O.C(OCC)(=O)C>[Br:1][C:2]1[CH:3]=[C:4]([NH2:17])[C:5]2[C:9]([CH:10]=1)=[N:8][N:7]([CH:11]1[CH2:16][CH2:15][CH2:14][CH2:13][O:12]1)[CH:6]=2 |f:1.2|. Procedure: 6-Bromo-4-nitro-2-(tetrahydro-2H-pyran-2-yl)-2H-indazole (6 g, 18.40 mmol), iron filings (3.29 g, 58.9 mmol) and ammonium chloride (0.492 g, 9.20 mmol) were weighed to a 250 ml flask and ethanol (60 ml) then water (18 ml) was added. The reaction was heated to 80° C. for 2.5 hr. The reaction mixture was cooled. 100 ml ethyl acetate and 50 ml water was added. There was no visible separation of layers so the reaction was evaporated to remove the ethyl acetate and ethanol. 250 ml ethyl acetate was t... Reactants: COC1=C(C=CC=C1)N1N=C(C=C1C1=CC=C(C(=O)Cl)C=C1)C1CC(OC(C1)(C)C)(C)C (4-(1-(2-methoxyphenyl)-3-(2,2,6,6-tetramethyltetrahydro-2H-pyran-4-yl)-1H-pyrazol-5-yl)benzoyl chloride), N1CCOCC1 (morpholine). Solvent: C(Cl)Cl (DCM). Run at time 10 minute. Yields the product COC1=C(C=CC=C1)N1N=C(C=C1C1=CC=C(C=C1)C(=O)N1CCOCC1)C1CC(OC(C1)(C)C)(C)C ((4-(1-(2-Methoxyphenyl)-3-(2,2,6,6-tetramethyltetrahydro-2H-pyran-4-yl)-1H-pyrazol-5-yl)phenyl)(morpholino)methanone). Yield: 80.1%. As a reaction SMILES: [CH3:1][O:2][C:3]1[CH:8]=[CH:7][CH:6]=[CH:5][C:4]=1[N:9]1[C:13]([C:14]2[CH:22]=[CH:21][C:17]([C:18](Cl)=[O:19])=[CH:16][CH:15]=2)=[CH:12][C:11]([CH:23]2[CH2:28][C:27]([CH3:30])([CH3:29])[O:26][C:25]([CH3:32])([CH3:31])[CH2:24]2)=[N:10]1.[NH:33]1[CH2:38][CH2:37][O:36][CH2:35][CH2:34]1>C(Cl)Cl>[CH3:1][O:2][C:3]1[CH:8]=[CH:7][CH:6]=[CH:5][C:4]=1[N:9]1[C:13]([C:14]2[CH:22]=[CH:21][C:17]([C:18]([N:33]3[CH2:38][CH2:37][O:36][CH2:35][CH2:34]3)=[O:19])=[CH:16][CH:15]=2)=[CH:12][C:11]([CH:23]2[CH2:28][C:27]([CH3:30])([CH3:29])[O:26][C:25]([CH3:32])([CH3:31])[CH2:24]2)=[N:10]1. Procedure details: To a solution of 4-(1-(2-methoxyphenyl)-3-(2,2,6,6-tetramethyltetrahydro-2H-pyran-4-yl)-1H-pyrazol-5-yl)benzoyl chloride (28 mg, 0.062 mmol) in 0.62 mL of DCM at Rt was added morpholine (0.016 mL, 0.19 mmol) and the mixture stirred for 10 mins. The solvents were evaporated and the crude product purified by RP-HPLC, eluting with a linear gradient of 30-70% CH3CN in 0.1% TFA/H2O over 10 mins to give 25 mg (69%) of the title compound as white solid containing 0.6 eq of TFA.